From a dataset of the Open Reaction Database (ORD), a public repository of structured organic reaction records. describe an organic reaction: reactants, conditions, products, and yield Reactants: C(CCC)C1=CC(=CN1)C(=S)[O-] (5-Butylthiopyrrole-3-carboxylate), [OH-].[K+] (potassium hydroxide). Run in C(C)(=O)OCC (ethyl acetate). The product is C(CCC)C1=CC(=CN1)C(=S)[O-].[K+] (Potassium 5-butylthiopyrrole-3-carboxylate). Reaction SMILES: [CH2:1]([C:5]1[NH:9][CH:8]=[C:7]([C:10]([O-:12])=[S:11])[CH:6]=1)[CH2:2][CH2:3][CH3:4].[OH-].[K+:14]>C(OCC)(=O)C>[CH2:1]([C:5]1[NH:9][CH:8]=[C:7]([C:10]([O-:12])=[S:11])[CH:6]=1)[CH2:2][CH2:3][CH3:4].[K+:14] |f:1.2,4.5|. Procedure: 5-Butylthiopyrrole-3-carboxylate is dissolved in ethyl acetate. An equivalent of ethanolic potassium hydroxide is added. Potassium 5-butylthiopyrrole-3-carboxylate is isolated by concentration to dryness or by precipitation resulting from addition of a non-solvent (ether or heptane). The reactants are NC=1C=NC2=CC(=CC=C2C1NCC(C)(O)C)OCC1=CC=CC=C1 (1-{[3-amino-7-(benzyloxy)quinolin-4-yl]amino}-2-methylpropan-2-ol), C(C)(=O)OCC(=O)Cl (Acetoxyacetyl chloride). Run in C(C)#N (acetonitrile). Reaction conditions: temperature 40 celsius. Yields the product Cl.C(C)(=O)OCC(=O)NC=1C=NC2=CC(=CC=C2C1NCC(C)(C)O)OCC1=CC=CC=C1 (2-({7-benzyloxy-4-[(2-hydroxy-2-methylpropyl)amino]quinolin-3-yl}amino)-2-oxoethyl acetate hydrochloride). Yield: 91.4%. As a reaction SMILES: [NH2:1][C:2]1[CH:3]=[N:4][C:5]2[C:10]([C:11]=1[NH:12][CH2:13][C:14]([CH3:17])([OH:16])[CH3:15])=[CH:9][CH:8]=[C:7]([O:18][CH2:19][C:20]1[CH:25]=[CH:24][CH:23]=[CH:22][CH:21]=1)[CH:6]=2.[C:26]([O:29][CH2:30][C:31]([Cl:33])=[O:32])(=[O:28])[CH3:27]>C(#N)C>[ClH:33].[C:26]([O:29][CH2:30][C:31]([NH:1][C:2]1[CH:3]=[N:4][C:5]2[C:10]([C:11]=1[NH:12][CH2:13][C:14]([OH:16])([CH3:17])[CH3:15])=[CH:9][CH:8]=[C:7]([O:18][CH2:19][C:20]1[CH:25]=[CH:24][CH:23]=[CH:22][CH:21]=1)[CH:6]=2)=[O:32])(=[O:28])[CH3:27] |f:3.4|. Procedure details: Under a nitrogen atmosphere, a mixture of 1-{[3-amino-7-(benzyloxy)quinolin-4-yl]amino}-2-methylpropan-2-ol (45.0 g, 0.133 mol) and acetonitrile (180 mL) was heated to 40° C. Acetoxyacetyl chloride (21.8 g, 0.160 mol) was added to the resulting gray suspension over a period of 15 minutes while maintaining the temperature at 55±5° C. during the addition. Following the addition, a precipitate formed, and the reaction was heated at 55° C. for 15 minutes. The reaction mixture was then cooled to ˜0° ... The reactants are CCCCOS(=O)(=O)C1CC(C(COCc2ccccc2)COCc2ccccc2)C1, [K+], N#C[S-]. Yields the product O=S(=O)([O-])C1CC(C(COCc2ccccc2)COCc2ccccc2)C1, [K+]. RXN SMILES: [CH2:1]([c:2]1[cH:3][cH:4][cH:5][cH:6][cH:7]1)[O:8][CH2:9][CH:10]([CH2:11][O:12][CH2:13][c:14]1[cH:15][cH:16][cH:17][cH:18][cH:19]1)[CH:20]1[CH2:21][CH:22]([S:24](=[O:25])(=[O:26])[O:27][CH2:28][CH2:29][CH2:30][CH3:31])[CH2:23]1.[K+:35].[S-:32][C:33]#[N:34]>>[CH2:1]([c:2]1[cH:3][cH:4][cH:5][cH:6][cH:7]1)[O:8][CH2:9][CH:10]([CH2:11][O:12][CH2:13][c:14]1[cH:15][cH:16][cH:17][cH:18][cH:19]1)[CH:20]1[CH2:21][CH:22]([S:24](=[O:25])(=[O:26])[O-:27])[CH2:23]1.[K+:35].